This data is from the Open Reaction Database (ORD), a public repository of structured organic reaction records. The task is: describe an organic reaction: reactants, conditions, products, and yield Reactants: O=C(O)c1ccc(F)cc1F, [K+], O=[N+]([O-])[O-], O, O=S(=O)(O)O. Product: O=C(O)c1cc([N+](=O)[O-])c(F)cc1F. As a reaction SMILES: [F:6][c:7]1[c:8]([C:9](=[O:10])[OH:11])[cH:12][cH:13][c:14]([F:16])[cH:15]1.[K+:17].[O-:18][N+:19]([O-:20])=[O:21].[OH2:22].[S:1](=[O:2])(=[O:3])([OH:4])[OH:5]>>[F:6][c:7]1[c:8]([C:9](=[O:10])[OH:11])[cH:12][c:13]([N+:19](=[O:18])[O-:20])[c:14]([F:16])[cH:15]1.